From a dataset of the Open Reaction Database (ORD), a public repository of structured organic reaction records. describe an organic reaction: reactants, conditions, products, and yield The reactants are FC(C1=C(C=CC=C1)N=S(C)C)(F)F (2-trifluoromethylphenyl-S,S-dimethylsulfilimine), CSCC1=C(N)C(=CC=C1)C(F)(F)F (2-methylthiomethyl-6-trifluoromethylaniline). The product is CC1=C(N)C(=CC=C1)C(F)(F)F (2-methyl-6-trifluoromethylaniline). Reaction SMILES: FC(F)(F)C1C=CC=CC=1N=S(C)C.CS[CH2:17][C:18]1[CH:24]=[CH:23][CH:22]=[C:21]([C:25]([F:28])([F:27])[F:26])[C:19]=1[NH2:20]>>[CH3:17][C:18]1[CH:24]=[CH:23][CH:22]=[C:21]([C:25]([F:26])([F:27])[F:28])[C:19]=1[NH2:20]. Reported procedure: The process of claim 18 in which 2-methyl-6-trifluoromethyl aniline is prepared by reacting 1-nitro-2-trifluromethylbenzene with carbon monoxide at elevated pressure over a noble metal catalyst to obtain 2-trifluoromethylphenyl isocyanate, such isocyanate is reacted with dimethyl sulfoxide in the presence of strong acid to produce 2-trifluoromethylphenyl-S,S-dimethylsulfilimine; the sulfilimine is rearranged in the presence of a rearrangement catalyst to 2-methylthiomethyl-6-trifluoromethylanili...